Dataset: the Open Reaction Database (ORD), a public repository of structured organic reaction records. Task: describe an organic reaction: reactants, conditions, products, and yield Solvent: C(OC)(OC)=O (dimethyl carbonate), CN(C)C=O (DMF). As a reaction SMILES: [CH2:1]1N2CCN(CC2)C1.[Cl:9][C:10]1[CH:11]=[C:12]([C:20]2[O:24][N:23]=[C:22]([C:25]3[CH:33]=[C:32]4[C:28]([C:29]([CH2:34][CH2:35][C:36]([OH:38])=[O:37])=[CH:30][NH:31]4)=[CH:27][CH:26]=3)[N:21]=2)[CH:13]=[N:14][C:15]=1[O:16][CH:17]([CH3:19])[CH3:18]>C(=O)(OC)OC.CN(C=O)C>[Cl:9][C:10]1[CH:11]=[C:12]([C:20]2[O:24][N:23]=[C:22]([C:25]3[CH:33]=[C:32]4[C:28]([C:29]([CH2:34][CH2:35][C:36]([OH:38])=[O:37])=[CH:30][N:31]4[CH3:1])=[CH:27][CH:26]=3)[N:21]=2)[CH:13]=[N:14][C:15]=1[O:16][CH:17]([CH3:19])[CH3:18]. Procedure: DABCO (64 mg) was added to a solution of 3-[6-(5-{5-chloro-6-[(1-methylethyl)oxy]-3-pyridinyl}-1,2,4-oxadiazol-3-yl)-1H-indol-3-yl]propanoic acid (E81) (60 mg) in dimethyl carbonate (3 mL) and DMF (2 mL). The resulting mixture was heated at reflux for 5 days. After cooling, the reaction was quenched with water, and extracted with EtOAc for 3 times. The combined organic solution was washed with brine, and dried over anhydrous sodium sulfate. The dried solution was concentrated. The residue was di... Product: ClC=1C=C(C=NC1OC(C)C)C1=NC(=NO1)C1=CC=C2C(=CN(C2=C1)C)CCC(=O)O (3-[6-(5-{5-chloro-6-[(1-methylethyl)oxy]-3-pyridinyl}-1,2,4-oxadiazol-3-yl)-1-methyl-1H-indol-3-yl]propanoic acid). Isolated yield 29.0%. Conditions: temperature 90 celsius. Starting materials: C1CN2CCN1CC2 (DABCO), ClC=1C=C(C=NC1OC(C)C)C1=NC(=NO1)C1=CC=C2C(=CNC2=C1)CCC(=O)O (3-[6-(5-{5-chloro-6-[(1-methylethyl)oxy]-3-pyridinyl}-1,2,4-oxadiazol-3-yl)-1H-indol-3-yl]propanoic acid).